This data is from the Open Reaction Database (ORD), a public repository of structured organic reaction records. The task is: describe an organic reaction: reactants, conditions, products, and yield Run at time 4 hour. The reactants are COC=1C=C(C=O)C=C(C1)OC (3,5-dimethoxybenzaldehyde), N1C(=O)NC(=O)C1 (hydantoin), C(O)CN (Monoethanolamine). As a reaction SMILES: [CH3:1][O:2][C:3]1[CH:4]=[C:5]([CH:8]=[C:9]([O:11][CH3:12])[CH:10]=1)[CH:6]=O.[NH:13]1[CH2:19][C:17](=[O:18])[NH:16][C:14]1=[O:15].C(CN)O>O>[CH3:1][O:2][C:3]1[CH:4]=[C:5]([CH:8]=[C:9]([O:11][CH3:12])[CH:10]=1)[CH:6]=[C:19]1[NH:13][C:14](=[O:15])[NH:16][C:17]1=[O:18]. Product: COC=1C=C(C=C2C(NC(N2)=O)=O)C=C(C1)OC (5-(3',5'-Dimethoxybenzal) hydantoin). Run in O (water). The yield is 76.9%. Reported procedure: A mixture of 3,5-dimethoxybenzaldehyde (2.550 g.) and hydantoin (1.505 g., 1 molar ratio) in water (15 ml) was heated to 70°. Monoethanolamine (1.38 g., 1.5 molar ratio) was added and the 2 layer liquid mixture was magnetically stirred at 90°-92° (bath temperature) for 4 hours. Isolation in the usual manner gave the title compound as a beige solid (2.870 g.), m.p. 285°-287°. The reactants are CC(=O)O, O, O=[N+]([O-])O, CC(C(=O)O)c1ccc(O)cc1. Product: CC(C(=O)O)c1ccc(O)c([N+](=O)[O-])c1. RXN SMILES: [CH3:18][C:19](=[O:20])[OH:21].[OH2:13].[OH:14][N+:15]([O-:16])=[O:17].[OH:1][c:2]1[cH:3][cH:4][c:5]([CH:8]([C:9](=[O:10])[OH:11])[CH3:12])[cH:6][cH:7]1>>[OH:1][c:2]1[cH:3][cH:4][c:5]([CH:8]([C:9](=[O:10])[OH:11])[CH3:12])[cH:6][c:7]1[N+:15](=[O:14])[O-:16]. Run at time 5 hour. As a reaction SMILES: Cl[C:2]1[N:12]=[CH:11][C:10]([Cl:13])=[CH:9][C:3]=1[C:4]([O:6]CC)=[O:5].[F:14][C:15]1[CH:20]=[CH:19][C:18]([OH:21])=[CH:17][CH:16]=1.C(=O)([O-])[O-].[Cs+].[Cs+].[OH-].[Li+]>O.O1CCCC1.O1CCOCC1>[Cl:13][C:10]1[CH:11]=[N:12][C:2]([O:21][C:18]2[CH:19]=[CH:20][C:15]([F:14])=[CH:16][CH:17]=2)=[C:3]([CH:9]=1)[C:4]([OH:6])=[O:5] |f:2.3.4,5.6|. Product: ClC=1C=NC(=C(C(=O)O)C1)OC1=CC=C(C=C1)F (5-Chloro-2-(4-fluoro-phenoxy)-nicotinic acid). The solvent is O1CCOCC1 (1,4-dioxane), O (water), O1CCCC1 (Tetrahydrofuran). The yield is 89.1%. The reactants are [OH-].[Li+] (lithium hydroxide), ClC1=C(C(=O)OCC)C=C(C=N1)Cl (Ethyl 2,5-dichloronicotinate), FC1=CC=C(C=C1)O (4-fluorophenol), C([O-])([O-])=O.[Cs+].[Cs+] (cesium carbonate). Procedure details: Ethyl 2,5-dichloronicotinate (2.50 g) was combined with 4-fluorophenol (1.49 g) in a sealable tube containing anhydrous 1,4-dioxane (7 mL). Anhydrous cesium carbonate (4.52 g) was added, and the reaction mixture immersed in a heated oil bath (105° C.) overnight. After cooling to ambient temperature, the resulting suspension was filtered and the solids washed with 1,4-dioxane (2×10 mL). The filtrate was collected and concentrated in vacuo to yield a crude solid (3.89 g). Tetrahydrofuran (12 mL) w... Reactants: CC(C)N1CCC(CC1)CC1CCNCC1 (1-(1-Methylethyl)-4-(4-piperidinylmethyl)piperidine), BrC=1C=CC(=NC1)C(=O)OC(C)(C)C (1,1-dimethylethyl 5-bromo-2-pyridinecarboxylate), C=1C=CC(=CC1)P(C=2C=CC=CC2)C3=CC=C4C=CC=CC4=C3C5=C6C=CC=CC6=CC=C5P(C=7C=CC=CC7)C=8C=CC=CC8 (BINAP), C(=O)([O-])[O-].[Cs+].[Cs+] (Cs2CO3). The solvent is C1(=CC=CC=C1)C (toluene). Reaction conditions: time 5 minute. Product: CC(C)N1CCC(CC1)CC1CCN(CC1)C=1C=CC(=NC1)C(=O)OC(C)(C)C (1,1-Dimethylethyl 5-(4-{[1-(1-methylethyl)-4-piperidinyl]methyl}-1-piperidinyl)-2-pyridinecarboxylate). Isolated yield 55.9%. RXN SMILES: [CH3:1][CH:2]([N:4]1[CH2:9][CH2:8][CH:7]([CH2:10][CH:11]2[CH2:16][CH2:15][NH:14][CH2:13][CH2:12]2)[CH2:6][CH2:5]1)[CH3:3].Br[C:18]1[CH:19]=[CH:20][C:21]([C:24]([O:26][C:27]([CH3:30])([CH3:29])[CH3:28])=[O:25])=[N:22][CH:23]=1.C1C=CC(P(C2C(C3C(P(C4C=CC=CC=4)C4C=CC=CC=4)=CC=C4C=3C=CC=C4)=C3C(C=CC=C3)=CC=2)C2C=CC=CC=2)=CC=1.C([O-])([O-])=O.[Cs+].[Cs+]>C1(C)C=CC=CC=1>[CH3:3][CH:2]([N:4]1[CH2:9][CH2:8][CH:7]([CH2:10][CH:11]2[CH2:12][CH2:13][N:14]([C:18]3[CH:19]=[CH:20][C:21]([C:24]([O:26][C:27]([CH3:30])([CH3:29])[CH3:28])=[O:25])=[N:22][CH:23]=3)[CH2:15][CH2:16]2)[CH2:6][CH2:5]1)[CH3:1] |f:3.4.5|. Reported procedure: 1-(1-Methylethyl)-4-(4-piperidinylmethyl)piperidine (may be prepared as described in Description 4) (0.25 g), 1,1-dimethylethyl 5-bromo-2-pyridinecarboxylate (may be prepared as described in Description 12) (0.29 g), BINAP (0.06 g) and Cs2CO3 (1.82 g) were added to toluene (50 ml) under argon and the reaction mixture degassed by sequential freezing in dry ice followed by warming to room temp under vacuum (3×). After stirring for 5 min Pd(OAc)2 (0.05 g) was added, degassed again, and the reaction... Starting materials: [OH-].[Na+] (NaOH), COC(C1=CN=C(C=C1)N1CCN(CC1)C)=O (6-(4-methyl-piperazin-1-yl)-nicotinic acid methyl ester), Cl (HCl). Solvent: CO.O (MeOH H2O). Run at temperature 0 celsius, time 5 hour. The product is CN1CCN(CC1)C1=NC=C(C(=O)O)C=C1 (6-(4-Methyl-piperazin-1-yl)-nicotinic acid). RXN SMILES: C[O:2][C:3](=[O:17])[C:4]1[CH:9]=[CH:8][C:7]([N:10]2[CH2:15][CH2:14][N:13]([CH3:16])[CH2:12][CH2:11]2)=[N:6][CH:5]=1.[OH-].[Na+].Cl>CO.O>[CH3:16][N:13]1[CH2:12][CH2:11][N:10]([C:7]2[CH:8]=[CH:9][C:4]([C:3]([OH:17])=[O:2])=[CH:5][N:6]=2)[CH2:15][CH2:14]1 |f:1.2,4.5|. Procedure details: A solution of 6-(4-methyl-piperazin-1-yl)-nicotinic acid methyl ester (5.56 g) in MeOH/H2O 1:1 (100 ml) was cooled to 0° C. and treated with NaOH (1.9 g). The reaction mixture was stirred for 45 min at 0° C. and for 5 hrs at r.t., then neutralized with 1N HCl and concentrated. The crude product was used in the next reaction step without further purification. Starting materials: ( 31 ), B(Br)(Br)Br (BBr3), ClC1=C(C=CC=C1)C1=CC=2N(C=3C=CC(=CC3C2C2=C1C(NC2=O)=O)OC)CCCO (4-(2-Chlorophenyl)-6-(3-hydroxypropyl)-9-methoxypyrrolo[3,4-c]carbazole-1,3(2H,6H)-dione), COC=1C=C2C=C(NC2=CC1)C=CC1=CC(=CC(=C1)[N+](=O)[O-])[N+](=O)[O-] (5-Methoxy-2-[2-(3,5-dinitrophenyl)ethenyl]-1H-indole), O (water), C(=O)(O)[O-].[Na+] (NaHCO3). Solvent: C(Cl)Cl (CH2Cl2), C(Cl)Cl (CH2Cl2). Conditions: time 3 hour. The product is ClC1=C(C=CC=C1)C1=CC=2N(C=3C=CC(=CC3C2C2=C1C(NC2=O)=O)O)CCCO (4-(2-Chlorophenyl)-9-hydroxy-6-(3-hydroxypropyl)pyrrolo[3,4-c]carbazole-1,3(2H,6H)-dione), OC1=CC=2C=3C4=C(C(=CC3NC2C=C1)C1=C(C=CC(=C1)[N+](=O)[O-])OC)C(NC4=O)=O (9-hydroxy-4-(2-methoxy-5-nitrophenyl)pyrrolo[3,4-c]carbazole-1,3(2H,6H)-dione). As a reaction SMILES: B(Br)(Br)Br.[Cl:5][C:6]1[CH:11]=[CH:10][CH:9]=[CH:8][C:7]=1[C:12]1[C:24]2[C:25](=[O:29])[NH:26][C:27](=[O:28])[C:23]=2[C:22]2[C:21]3[CH:20]=[C:19]([O:30]C)[CH:18]=[CH:17][C:16]=3[N:15]([CH2:32][CH2:33][CH2:34][OH:35])[C:14]=2[CH:13]=1.CO[C:38]1[CH:39]=[C:40]2[C:44](=[CH:45][CH:46]=1)[NH:43][C:42]([CH:47]=[CH:48][C:49]1[CH:54]=[C:53]([N+:55]([O-:57])=[O:56])[CH:52]=[C:51]([N+]([O-])=O)[CH:50]=1)=[CH:41]2.[C:61]([O-])(O)=[O:62].[Na+].[OH2:66]>C(Cl)Cl>[Cl:5][C:6]1[CH:11]=[CH:10][CH:9]=[CH:8][C:7]=1[C:12]1[C:24]2[C:25](=[O:29])[NH:26][C:27](=[O:28])[C:23]=2[C:22]2[C:21]3[CH:20]=[C:19]([OH:30])[CH:18]=[CH:17][C:16]=3[N:15]([CH2:32][CH2:33][CH2:34][OH:35])[C:14]=2[CH:13]=1.[OH:66][C:38]1[CH:46]=[CH:45][C:44]2[NH:43][C:42]3[CH:47]=[C:48]([C:49]4[CH:54]=[C:53]([N+:55]([O-:57])=[O:56])[CH:52]=[CH:51][C:50]=4[O:62][CH3:61])[C:24]4[C:25](=[O:29])[NH:26][C:27](=[O:28])[C:23]=4[C:41]=3[C:40]=2[CH:39]=1 |f:3.4|. Procedure: A solution of 1N BBr3 in CH2Cl2 (11.5 mL, 0.011 mol) was added to a solution of 4-(2-Chlorophenyl)-6-(3-hydroxypropyl)-9-methoxypyrrolo[3,4-c]carbazole-1,3(2H,6H)-dione (V; Ar=2-chlorophenyl, R10═CH2CH2CH2OH) (31) prepared as described in example 40 (1.00 g, 2.30 mmol) in CH2Cl2 under nitrogen and the reaction mixture was stirred at room temperature for 3 h. Saturated aqueous NaHCO3 solution was added and the solution was diluted with water and extracted with ethyl acetate. The organic phase was... Product: CC(N)c1ccc2c(c1)ncn2-c1cccc(-c2ncc(Cl)s2)c1. As a reaction SMILES: [CH2:60]1[O:61][CH2:62][CH2:63][CH2:64]1.[CH3:25][c:26]1[cH:27][cH:28][cH:29][cH:30][cH:31]1.[Cl:1][c:2]1[cH:3][n:4][c:5](-[c:7]2[cH:8][c:9](-[n:13]3[cH:14][n:15][c:16]4[c:17]3[cH:18][cH:19][c:20]([CH:22]([CH3:23])[OH:24])[cH:21]4)[cH:10][cH:11][cH:12]2)[s:6]1.[N:32]12[CH2:33][CH2:34][CH2:35][N:36]=[C:37]1[CH2:38][CH2:39][CH2:40][CH2:41][CH2:42]2.[c:43]1([P:44]([N:45]=[N+:46]=[N-:47])([c:48]2[cH:49][cH:50][cH:51][cH:52][cH:53]2)=[O:54])[cH:55][cH:56][cH:57][cH:58][cH:59]1>>[Cl:1][c:2]1[cH:3][n:4][c:5](-[c:7]2[cH:8][c:9](-[n:13]3[cH:14][n:15][c:16]4[c:17]3[cH:18][cH:19][c:20]([CH:22]([CH3:23])[NH2:32])[cH:21]4)[cH:10][cH:11][cH:12]2)[s:6]1. The reactants are C1CCOC1, Cc1ccccc1, CC(O)c1ccc2c(c1)ncn2-c1cccc(-c2ncc(Cl)s2)c1, C1CCC2=NCCCN2CC1, [N-]=[N+]=NP(=O)(c1ccccc1)c1ccccc1.